From a dataset of the Open Reaction Database (ORD), a public repository of structured organic reaction records. describe an organic reaction: reactants, conditions, products, and yield Reactants: P(=O)(O)(O)[O-].[K+] (potassium dihydrogenphosphate), C(C)(C)(C)OC(=O)NCCOC1=NOC(=C1)C1=CC=CC=C1 (3-(2-(N-tert-Butoxycarbonylamino)ethoxy)-5-phenylisoxazole), CC(=O)C (acetone), C(CCC)[Li] (butyllithium). Solvent: O1CCCC1 (tetrahydrofuran). Conditions: temperature -70 celsius, time 10 minute. Yields the product C(C)(C)(C)OC(=O)NCCOC1=NOC(=C1C(C)(C)O)C1=CC=CC=C1 (3-(2-(N-tert-Butoxycarbonylamino)ethoxy)-4-(1-hydroxyisopropyl)-5-phenylisoxazole). The yield is 44.0%. RXN SMILES: [C:1]([O:5][C:6]([NH:8][CH2:9][CH2:10][O:11][C:12]1[CH:16]=[C:15]([C:17]2[CH:22]=[CH:21][CH:20]=[CH:19][CH:18]=2)[O:14][N:13]=1)=[O:7])([CH3:4])([CH3:3])[CH3:2].C([Li])CCC.[CH3:28][C:29]([CH3:31])=[O:30].P([O-])(O)(O)=O.[K+]>O1CCCC1>[C:1]([O:5][C:6]([NH:8][CH2:9][CH2:10][O:11][C:12]1[C:16]([C:29]([OH:30])([CH3:31])[CH3:28])=[C:15]([C:17]2[CH:22]=[CH:21][CH:20]=[CH:19][CH:18]=2)[O:14][N:13]=1)=[O:7])([CH3:4])([CH3:2])[CH3:3] |f:3.4|. Reported procedure: 3-(2-(N-tert-Butoxycarbonylamino)ethoxy)-5-phenylisoxazole (0.8 g) was dissolved in tetrahydrofuran (16 ml), butyllithium (1.6M hexane solution, 3.7 ml) was added dropwise thereto at -70° C. under a nitrogen atmosphere, and the resulting mixture was stirred at the same temperature for 10 minutes. After acetone (0.3 ml) was added dropwise to the reaction mixture and the mixture was stirred for 10 minutes, the temperature of the mixture was raised to 0° C. The reaction mixture was poured into ice-... The reactants are C(C)OC1=NS(C(=C1OCC)C#N)(=O)=O (3,4-diethoxy-5-cyanoisothiazole-1,1-dioxide), N (ammonia). Run in C(C)O (ethanol), C(C)O (ethanol). Reaction conditions: time 2 hour. The product is NC1=NS(C(=C1OCC)C#N)(=O)=O (3-Amino-4-ethoxy-5-cyanoisothiazole-1,1dioxide). Reaction SMILES: C(O[C:4]1[C:8]([O:9][CH2:10][CH3:11])=[C:7]([C:12]#[N:13])[S:6](=[O:15])(=[O:14])[N:5]=1)C.[NH3:16]>C(O)C>[NH2:16][C:4]1[C:8]([O:9][CH2:10][CH3:11])=[C:7]([C:12]#[N:13])[S:6](=[O:15])(=[O:14])[N:5]=1. Procedure: To a suspension of 3,4-diethoxy-5-cyanoisothiazole-1,1-dioxide (0.85 g, 0.0037 mol) in 40 ml of ethanol was added 2.6 ml of 1.7M ammonia in ethanol (0.0044 mol) with stirring. A clear yellow solution formed and a white precipitate separated in 5 minutes. After 2 hours at room temperature, the title compound (0.61 g, 82%, mp 232°-233.5°) was collected and a sample recrystallized from ethanol to give analytically pure material, mp 236°-238.5°, Rf 0.26 (10% methanol-chloroform, silica gel).